This data is from the Open Reaction Database (ORD), a public repository of structured organic reaction records. The task is: describe an organic reaction: reactants, conditions, products, and yield Starting materials: CCOC(=O)C1(NC(=O)C2CCCc3ccccc32)Cc2ccccc2C1, CCO, [K+], [OH-], O. Product: O=C(NC1(C(=O)O)Cc2ccccc2C1)C1CCCc2ccccc21. As a reaction SMILES: [CH2:1]([CH3:2])[O:3][C:4](=[O:5])[C:6]1([NH:15][C:16](=[O:17])[CH:18]2[CH2:19][CH2:20][CH2:21][c:22]3[cH:23][cH:24][cH:25][cH:26][c:27]32)[CH2:7][c:8]2[cH:9][cH:10][cH:11][cH:12][c:13]2[CH2:14]1.[CH3:31][CH2:32][OH:33].[K+:29].[OH-:28].[OH2:30]>>[O:3]=[C:4]([OH:5])[C:6]1([NH:15][C:16](=[O:17])[CH:18]2[CH2:19][CH2:20][CH2:21][c:22]3[cH:23][cH:24][cH:25][cH:26][c:27]32)[CH2:7][c:8]2[cH:9][cH:10][cH:11][cH:12][c:13]2[CH2:14]1.